From a dataset of the Open Reaction Database (ORD), a public repository of structured organic reaction records. describe an organic reaction: reactants, conditions, products, and yield The reactants are ClC1=C(C=CC(=C1)C#N)C1=C(C=C2C(=N1)OC(CC2NC(C(C)(C)C)=O)(C)C)C2=CC=C(C=C2)Cl (N-[7-(2-Chloro-4-cyanophenyl)-6-(4-chlorophenyl)-2,2-dimethyl-3,4-dihydro-2H-pyrano[2,3-b]pyridin-4-yl]-2,2-dimethylpropanamide), Cl.NO (hydroxylamine hydrochloride), C(=O)(O)[O-].[Na+] (NaHCO3). Run in CCO (EtOH). Yields the product ClC1=C(C=CC(=C1)C(=N)NO)C1=C(C=C2C(=N1)OC(CC2NC(C(C)(C)C)=O)(C)C)C2=CC=C(C=C2)Cl (N-[7-{2-Chloro-4-[(hydroxyamino)(imino)methyl]phenyl}-6-(4-chlorophenyl)-2,2-dimethyl-3,4-dihydro-2H-pyrano[2,3-b]pyridin-4-yl]-2,2-dimethylpropanamide). RXN SMILES: [Cl:1][C:2]1[CH:7]=[C:6]([C:8]#[N:9])[CH:5]=[CH:4][C:3]=1[C:10]1[N:15]=[C:14]2[O:16][C:17]([CH3:28])([CH3:27])[CH2:18][CH:19]([NH:20][C:21](=[O:26])[C:22]([CH3:25])([CH3:24])[CH3:23])[C:13]2=[CH:12][C:11]=1[C:29]1[CH:34]=[CH:33][C:32]([Cl:35])=[CH:31][CH:30]=1.Cl.[NH2:37][OH:38].C([O-])(O)=O.[Na+]>CCO>[Cl:1][C:2]1[CH:7]=[C:6]([C:8]([NH:37][OH:38])=[NH:9])[CH:5]=[CH:4][C:3]=1[C:10]1[N:15]=[C:14]2[O:16][C:17]([CH3:27])([CH3:28])[CH2:18][CH:19]([NH:20][C:21](=[O:26])[C:22]([CH3:25])([CH3:23])[CH3:24])[C:13]2=[CH:12][C:11]=1[C:29]1[CH:30]=[CH:31][C:32]([Cl:35])=[CH:33][CH:34]=1 |f:1.2,3.4|. Procedure: A solution of Example 317 (120 mg, 0.24 mmol), hydroxylamine hydrochloride (65.6 mg, 0.94 mmol), and NaHCO3 (119 mg, 1.42 mmol) in 10 mL of EtOH was refluxed for 16 h. The reaction mixture was partitioned between brine (50 mL) and CH2Cl2 (50 mL). The aq layer was separated and extracted with CH2Cl2 (2×50 mL). The organic layers were combined, dried over MgSO4, and concentrated to give the product, which was taken into the next step without further purification. Starting materials: Cc1ccccc1, CN(CCO)Cc1ccccc1F, O=S(Cl)Cl. The product is CN(CCCl)Cc1ccccc1F. Reaction SMILES: [CH3:18][c:19]1[cH:20][cH:21][cH:22][cH:23][cH:24]1.[F:1][c:2]1[c:3]([CH2:4][N:5]([CH3:6])[CH2:7][CH2:8][OH:9])[cH:10][cH:11][cH:12][cH:13]1.[S:14]([Cl:15])([Cl:16])=[O:17]>>[F:1][c:2]1[c:3]([CH2:4][N:5]([CH3:6])[CH2:7][CH2:8][Cl:16])[cH:10][cH:11][cH:12][cH:13]1. Reactants: Cl (HCl), NC1=CC=C(C(=O)OCC)C=C1 (ethyl 4-aminobenzoate), C(Cl)(Cl)Cl (CHCl3), ClC(C1=CC=CC=C1)(Cl)Cl (α,α,α-trichlorotoluene). Run in C=1(C(=CC=CC1)C)C (xylene). Conditions: temperature 0 celsius. The product is Cl.C(C)OC(=O)C1=CC=C(C=C1)NC(C1=CC=CC=C1)=NC1=CC=C(C=C1)C(=O)OCC (N,N'-Bis(4-ethoxycarbonylphenyl)benzamidine hydrochloride). Reaction SMILES: [NH2:1][C:2]1[CH:12]=[CH:11][C:5]([C:6]([O:8][CH2:9][CH3:10])=[O:7])=[CH:4][CH:3]=1.[Cl:13][C:14](Cl)(Cl)[C:15]1[CH:20]=[CH:19][CH:18]=[CH:17][CH:16]=1.C(Cl)(Cl)Cl.Cl>C1(C)C(C)=CC=CC=1>[ClH:13].[CH2:9]([O:8][C:6]([C:5]1[CH:4]=[CH:3][C:2]([NH:1][C:14](=[N:1][C:2]2[CH:3]=[CH:4][C:5]([C:6]([O:8][CH2:9][CH3:10])=[O:7])=[CH:11][CH:12]=2)[C:15]2[CH:20]=[CH:19][CH:18]=[CH:17][CH:16]=2)=[CH:12][CH:11]=1)=[O:7])[CH3:10] |f:5.6|. Reported procedure: To a stirred suspension of ethyl 4-aminobenzoate (165.0 g; 1.0 mole) in xylene (465 mL) was added α,α,α-trichlorotoluene (100.7 g; 0.52 mole). The mixture was allowed to reflux for 18 h, then was cooled to 0° C. and filtered. The resultant precipitate was washed with ice-cold xylene (2×70 mL), triturated with hot toluene and dried to yield the salt (89.8 g; 39.7%) as white crystals: mp 214.0°-215.5° C. 1H-NMR (CDCl3) 8.0-6.9 (m, 14H), 4.3 (q, 4H, J=7 Hz), 1.4 (t, 6H, J=7 Hz); IR (CHCl3) 1715, 16... Reactants: ice, CC1=C(C=O)C=CC(=C1)O (2-methyl-4-hydroxybenzaldehyde), C1=CC=C(C=C1)P(C2=CC=CC=C2)C3=CC=CC=C3 (PPh3), CN1CCC(CC1)CCCO (3-(1-methyl-piperidin-4-yl)-propan-1-ol), C(C)(C)(C)OC(=O)N=NC(=O)OC(C)(C)C (di-tert-butyl-azodicarboxylate). Run in C1CCOC1 (THF). Run at time 16 hour. Product: CN1CCC(CC1)CCCOC1=CC=C(C=O)C=C1 (4-[3-(1-Methyl-piperidin-4-yl)-propoxy]-benzaldehyde). Yield: 41.7%. Reaction SMILES: C[C:2]1[CH:9]=[C:8]([OH:10])[CH:7]=[CH:6][C:3]=1[CH:4]=[O:5].C1C=CC(P(C2C=CC=CC=2)C2C=CC=CC=2)=CC=1.[CH3:30][N:31]1[CH2:36][CH2:35][CH:34]([CH2:37][CH2:38][CH2:39]O)[CH2:33][CH2:32]1.C(OC(N=NC(OC(C)(C)C)=O)=O)(C)(C)C>C1COCC1>[CH3:30][N:31]1[CH2:36][CH2:35][CH:34]([CH2:37][CH2:38][CH2:39][O:10][C:8]2[CH:9]=[CH:2][C:3]([CH:4]=[O:5])=[CH:6][CH:7]=2)[CH2:33][CH2:32]1. Reported procedure: To an ice-cooled solution of 2-methyl-4-hydroxybenzaldehyde (722 mg, 5.3 mmol), PPh3 polymer resin (3 mmol/g, 2.2 g, 6.4 mmol), and 3-(1-methyl-piperidin-4-yl)-propan-1-ol (833 mg, 5.3 mmol, 1.0 equiv) in THF (25 mL) was added di-tert-butyl-azodicarboxylate (1.47 g, 6.4 mmol). The reaction mixture was allowed to warm to rt and was stirred for 16 h. The mixture was filtered through diatomaceous earth, diluted with water, and extracted three times with EtOAc. The combined extracts were dried (Na2S... Reactants: CC1CCC(Nc2ncc(Br)c(OCC3CN(C(=O)OC(C)(C)C)C3)n2)CC1, OB(O)c1ccc(N2CCOCC2)cc1. The product is CC1CCC(Nc2ncc(-c3ccc(N4CCOCC4)cc3)c(OCC3CN(C(=O)OC(C)(C)C)C3)n2)CC1. Reaction SMILES: [CH3:1][CH:2]1[CH2:3][CH2:4][CH:5]([NH:8][c:9]2[n:10][cH:11][c:12]([Br:28])[c:13]([O:15][CH2:16][CH:17]3[CH2:18][N:19]([C:21](=[O:22])[O:23][C:24]([CH3:25])([CH3:26])[CH3:27])[CH2:20]3)[n:14]2)[CH2:6][CH2:7]1.[O:29]1[CH2:30][CH2:31][N:32]([c:35]2[cH:36][cH:37][c:38]([B:41]([OH:42])[OH:43])[cH:39][cH:40]2)[CH2:33][CH2:34]1>>[CH3:1][CH:2]1[CH2:3][CH2:4][CH:5]([NH:8][c:9]2[n:10][cH:11][c:12](-[c:38]3[cH:37][cH:36][c:35]([N:32]4[CH2:31][CH2:30][O:29][CH2:34][CH2:33]4)[cH:40][cH:39]3)[c:13]([O:15][CH2:16][CH:17]3[CH2:18][N:19]([C:21](=[O:22])[O:23][C:24]([CH3:25])([CH3:26])[CH3:27])[CH2:20]3)[n:14]2)[CH2:6][CH2:7]1. Reactants: C(C1=CC=CC=C1)N(C[Si](C)(C)C)COC (N-benzyl-N-(methoxymethyl)-N-[(trimethylsilyl)methyl]amine), C(C=C)(=O)OCC (Ethyl acrylate), FC(C(=O)O)(F)F (trifluoroacetic acid). Solvent: ClCCl (dichloromethane), ClCCl (dichloromethane). Run at time 10 minute. Product: C(C1=CC=CC=C1)N1CC(CC1)C(=O)OC ((±) 1-Benzyl-3-methoxycarbonylpyrrolidine). RXN SMILES: [C:1]([O:5][CH2:6]C)(=[O:4])[CH:2]=[CH2:3].[CH2:8]([N:15]([CH2:21]OC)[CH2:16][Si](C)(C)C)[C:9]1[CH:14]=[CH:13][CH:12]=[CH:11][CH:10]=1.FC(F)(F)C(O)=O>ClCCl>[CH2:8]([N:15]1[CH2:21][CH2:3][CH:2]([C:1]([O:5][CH3:6])=[O:4])[CH2:16]1)[C:9]1[CH:14]=[CH:13][CH:12]=[CH:11][CH:10]=1. Procedure details: Ethyl acrylate (86 g, 1.0 mole) in dichloromethane (2 L) was cooled to 0° C. and treated with N-benzyl-N-(methoxymethyl)-N-[(trimethylsilyl)methyl]amine (compound D17 of EP 0363085) (300 g, 80% pure by 1H NMR, 1 mole) with stirring over a period of 10 min whilst maintaining the temperature between -5° C. and 0° C. A solution of trifluoroacetic acid in dichloromethane (100 ml, 1 molar) was added at such a rate that the temperature did not rise above 5° C. and the reaction allowed to warm to room ... Starting materials: CC(C)(C)OC(=O)c1ccc(C=Cc2cccnc2)cc1Nc1ccc(F)cc1, O=C(O)C(F)(F)F. Product: O=C(O)c1ccc(C=Cc2cccnc2)cc1Nc1ccc(F)cc1. As a reaction SMILES: [F:8][c:9]1[cH:10][cH:11][c:12]([NH:13][c:14]2[c:15]([C:16](=[O:17])[O:18][C:19]([CH3:20])([CH3:21])[CH3:22])[cH:23][cH:24][c:25]([CH:27]=[CH:28][c:29]3[cH:30][n:31][cH:32][cH:33][cH:34]3)[cH:26]2)[cH:35][cH:36]1.[OH:1][C:2]([C:3]([F:4])([F:5])[F:6])=[O:7]>>[F:8][c:9]1[cH:10][cH:11][c:12]([NH:13][c:14]2[c:15]([C:16](=[O:17])[OH:18])[cH:23][cH:24][c:25]([CH:27]=[CH:28][c:29]3[cH:30][n:31][cH:32][cH:33][cH:34]3)[cH:26]2)[cH:35][cH:36]1. Reactants: CSC, C(=C1CCCc2cccnc21)c1ccccc1, ClCCl, O=[O+][O-]. Product: O=C1CCCc2cccnc21. As a reaction SMILES: [CH3:21][S:22][CH3:23].[CH:1]([c:2]1[cH:3][cH:4][cH:5][cH:6][cH:7]1)=[C:8]1[CH2:9][CH2:10][CH2:11][c:12]2[cH:13][cH:14][cH:15][n:16][c:17]21.[Cl:24][CH2:25][Cl:26].[O-:18][O+:19]=[O:20]>>[C:8]1(=[O:18])[CH2:9][CH2:10][CH2:11][c:12]2[cH:13][cH:14][cH:15][n:16][c:17]21. Starting materials: B(F)(F)F (Boron trifluoride), C1(CC1)C(=O)O (cyclopropanecarboxylic acid), CC(=O)C (acetone). Run in CCOCC (ether). Yields the product C1(CC1)C(CC(C)=O)=O (1-cyclopropylbutane-1,3-dione). As a reaction SMILES: B(F)(F)F.[CH:5]1([C:8]([OH:10])=O)[CH2:7][CH2:6]1.[CH3:11][C:12]([CH3:14])=[O:13]>CCOCC>[CH:5]1([C:8](=[O:10])[CH2:11][C:12](=[O:13])[CH3:14])[CH2:7][CH2:6]1. Procedure details: Boron trifluoride gas is introduced for one hour at 40° C. into a mixture of 191 g of cyclopropanecarboxylic acid and 45 g of acetone. There is formed a black oily product, which is diluted with 800 ml of ether. The ether phase is then washed 4 times with 300 ml of water each time, and, with ice cooling, 30% sodium hydroxide solution is finally added until the pH value is ~9. The ether layer is separated, and the aqueous phase is extracted three times with 300 ml of ether each time. The ether ph... Reactants: BrC1=NC(=CC(=C1)N(CC1=CC=CC=C1)C)OC1=CC(=CC=C1)C(F)(F)F (2-bromo-4-[methyl(phenylmethyl)amino]-6-[3-(trifluoromethyl)phenoxy] pyridine), Cl (hydrochloric acid), C(CCC)[Li] (n-butyl lithium), C(=O)=O (carbon dioxide). Run in C(C)OCC (diethyl ether), C(C)(=O)OCC.O (ethyl acetate water). Conditions: time 10 minute. Product: CN(C1=CC(=NC(=C1)OC1=CC(=CC=C1)C(F)(F)F)C(=O)O)CC1=CC=CC=C1 (4-[methyl(phenylmethyl)amino]-6-[3-(trifluoromethyl)phenoxy] picolinic acid). Reaction SMILES: Br[C:2]1[CH:7]=[C:6]([N:8]([CH3:16])[CH2:9][C:10]2[CH:15]=[CH:14][CH:13]=[CH:12][CH:11]=2)[CH:5]=[C:4]([O:17][C:18]2[CH:23]=[CH:22][CH:21]=[C:20]([C:24]([F:27])([F:26])[F:25])[CH:19]=2)[N:3]=1.C([Li])CCC.[C:33](=[O:35])=[O:34].Cl>C(OCC)C.C(OCC)(=O)C.O>[CH3:16][N:8]([CH2:9][C:10]1[CH:15]=[CH:14][CH:13]=[CH:12][CH:11]=1)[C:6]1[CH:5]=[C:4]([O:17][C:18]2[CH:23]=[CH:22][CH:21]=[C:20]([C:24]([F:27])([F:26])[F:25])[CH:19]=2)[N:3]=[C:2]([C:33]([OH:35])=[O:34])[CH:7]=1 |f:5.6|. Reported procedure: 2-bromo-4-[methyl(phenylmethyl)amino]-6-[3-(trifluoromethyl)phenoxy] pyridine (6.38 g, 0.0146 mol) was suspended in about 300 ml of diethyl ether. While cooling in a dry ice-acetone bath in an argon atmosphere, the obtained suspension was mixed with n-butyl lithium [10 ml (ca. 1.63M hexane solution), 0.0146×1.1 mol], and the obtained suspension was stirred for about 10 minutes. After replacing an interior of the reactor with a carbon dioxide gas, the solution was removed from the bath and stirre...